This data is from the Open Reaction Database (ORD), a public repository of structured organic reaction records. The task is: describe an organic reaction: reactants, conditions, products, and yield The reactants are CCN=C=NCCCN(C)C, COc1cc2nccc(Oc3ccc(OCC(=O)O)cc3)c2cc1OC, COc1cccc(N)c1, ClC(Cl)Cl, Cl, [Na+], O, On1nnc2ccccc21, O=C([O-])O. Yields the product COc1cccc(NC(=O)COc2ccc(Oc3ccnc4cc(OC)c(OC)cc34)cc2)c1. As a reaction SMILES: [CH2:28]([N:29]=[C:30]=[N:31][CH2:32][CH2:33][CH2:34][N:35]([CH3:36])[CH3:37])[CH3:38].[CH3:1][O:2][c:3]1[cH:4][c:5]2[c:6]([O:15][c:16]3[cH:17][cH:18][c:19]([O:20][CH2:21][C:22](=[O:23])[OH:24])[cH:25][cH:26]3)[cH:7][cH:8][n:9][c:10]2[cH:11][c:12]1[O:13][CH3:14].[CH3:50][O:51][c:52]1[cH:53][c:54]([NH2:58])[cH:55][cH:56][cH:57]1.[CH:64]([Cl:65])([Cl:66])[Cl:67].[ClH:27].[Na+:59].[OH2:49].[OH:39][n:40]1[c:41]2[c:42]([cH:43][cH:44][cH:45][cH:46]2)[n:47][n:48]1.[OH:60][C:61](=[O:62])[O-:63]>>[CH3:1][O:2][c:3]1[cH:4][c:5]2[c:6]([O:15][c:16]3[cH:17][cH:18][c:19]([O:20][CH2:21][C:22](=[O:24])[NH:58][c:54]4[cH:53][c:52]([O:51][CH3:50])[cH:57][cH:56][cH:55]4)[cH:25][cH:26]3)[cH:7][cH:8][n:9][c:10]2[cH:11][c:12]1[O:13][CH3:14]. The reactants are ClCCl, CC(C)(C)N, O=C(Cl)C(=O)Cl, CN(C)C=O, O=C(OCc1ccccc1)N1CCC(C(=O)O)(C2CCCCC2)CC1. Yields the product CC(C)(C)NC(=O)C1(C2CCCCC2)CCN(C(=O)OCc2ccccc2)CC1. As a reaction SMILES: [CH2:42]([Cl:43])[Cl:44].[CH3:37][C:38]([CH3:39])([CH3:40])[NH2:41].[Cl:26][C:27]([C:28]([Cl:29])=[O:30])=[O:31].[O:32]=[CH:33][N:34]([CH3:35])[CH3:36].[c:1]1([CH2:7][O:8][C:9](=[O:10])[N:11]2[CH2:12][CH2:13][C:14]([C:17](=[O:18])[OH:19])([CH:20]3[CH2:21][CH2:22][CH2:23][CH2:24][CH2:25]3)[CH2:15][CH2:16]2)[cH:2][cH:3][cH:4][cH:5][cH:6]1>>[c:1]1([CH2:7][O:8][C:9](=[O:10])[N:11]2[CH2:12][CH2:13][C:14]([C:17](=[O:19])[NH:41][C:38]([CH3:37])([CH3:39])[CH3:40])([CH:20]3[CH2:21][CH2:22][CH2:23][CH2:24][CH2:25]3)[CH2:15][CH2:16]2)[cH:2][cH:3][cH:4][cH:5][cH:6]1. Starting materials: FC(F)(F)[Si](C)(C)C (Trifluoromethyltrimethylsilane), [F-].C(CCC)[N+](CCCC)(CCCC)CCCC (TBAF), FC(F)(F)[Si](C)(C)C (trifluoromethyltrimethylsilane), C(#N)C1=NN(C(=C1SC(F)(F)F)C=O)C1=C(C=C(C=C1Cl)C(F)(F)F)Cl (3-cyano-1-(2,6-dichloro-4-trifluoromethylphenyl)-5-formyl-4-trifluoromethylthiopyrazole), [F-].C(CCC)[N+](CCCC)(CCCC)CCCC (Tetrabutylammoniumfluoride), Cl (hydrochloric acid). Solvent: O1CCCC1 (tetrahydrofuran). Conditions: temperature 0 celsius, time 21 hour. The product is C(#N)C1=NN(C(=C1SC(F)(F)F)C(C(F)(F)F)O)C1=C(C=C(C=C1Cl)C(F)(F)F)Cl (3-cyano-1-(2,6-dichloro-4-trifluoromethylphenyl)-5-(1-hydroxy-2,2,2-trifluoroethyl)-4-trifluoromethylthiopyrazole). The yield is 46.6%. As a reaction SMILES: [C:1]([C:3]1[C:7]([S:8][C:9]([F:12])([F:11])[F:10])=[C:6]([CH:13]=[O:14])[N:5]([C:15]2[C:20]([Cl:21])=[CH:19][C:18]([C:22]([F:25])([F:24])[F:23])=[CH:17][C:16]=2[Cl:26])[N:4]=1)#[N:2].[F:27][C:28]([Si](C)(C)C)([F:30])[F:29].[F-].C([N+](CCCC)(CCCC)CCCC)CCC.Cl>O1CCCC1>[C:1]([C:3]1[C:7]([S:8][C:9]([F:11])([F:10])[F:12])=[C:6]([CH:13]([OH:14])[C:28]([F:30])([F:29])[F:27])[N:5]([C:15]2[C:20]([Cl:21])=[CH:19][C:18]([C:22]([F:24])([F:25])[F:23])=[CH:17][C:16]=2[Cl:26])[N:4]=1)#[N:2] |f:2.3|. Procedure: The product of Example 3 (2.0 g, 0.0046 mol) was dissolved in anhydrous tetrahydrofuran (10 mL). Trifluoromethyltrimethylsilane (0.8 mL, 0.0055 mol) was added and the reaction cooled to 0° C. Tetrabutylammoniumfluoride (TBAF, 50 μL, cat.) was added. After intervals of 20 minutes, 1.5 hours, and 18 hours, aliquots of TBAF (50 μL) were added at 0° C. followed by warming to room temperature. After 21 hours, more trifluoromethyltrimethylsilane (0.8 mL, 0.0055 mol) was added and the reaction stirred ... Starting materials: FC1=C(C=CC(=C1)C)C(=C(C=CC=O)C1=NN=NN1C)C1=C(C=C(C=C1)C)F (5,5-bis(2-fluoro-4-methylphenyl)-4-(1-methyl-1H-tetrazol-5-yl)-2,4-pentadienal), C(CC(=O)C)(=O)OC(C)(C)C (t-butyl acetoacetate), solution. Solvent: O1CCCC1 (tetrahydrofuran). Procedure: To a solution of 5,5-bis(2-fluoro-4-methylphenyl)-4-(1-methyl-1H-tetrazol-5-yl)-2,4-pentadienal (1.3 g, 3.4 mmoles) in tetrahydrofuran (15 mL) at -50 ° C. was added the dianion of t-butyl acetoacetate (3.4 mL of a 1M solution, 3.4 mmoles). After stirring for 2 hours, another 0.7 mL of dianion solution was added and the solution stirred for an additional hour. The reaction was quenched with 1N hydrochloric acid and the mixture extracted with methylene chloride. The extracts were dried (MgSO4) and... RXN SMILES: [F:1][C:2]1[CH:7]=[C:6]([CH3:8])[CH:5]=[CH:4][C:3]=1[C:9]([C:21]1[CH:26]=[CH:25][C:24]([CH3:27])=[CH:23][C:22]=1[F:28])=[C:10]([C:15]1[N:19]([CH3:20])[N:18]=[N:17][N:16]=1)[CH:11]=[CH:12][CH:13]=[O:14].[C:29]([O:35][C:36]([CH3:39])([CH3:38])[CH3:37])(=[O:34])[CH2:30][C:31]([CH3:33])=[O:32]>O1CCCC1>[F:28][C:22]1[CH:23]=[C:24]([CH3:27])[CH:25]=[CH:26][C:21]=1[C:9]([C:3]1[CH:4]=[CH:5][C:6]([CH3:8])=[CH:7][C:2]=1[F:1])=[C:10]([C:15]1[N:19]([CH3:20])[N:18]=[N:17][N:16]=1)[CH:11]=[CH:12][CH:13]([OH:14])[CH2:33][C:31](=[O:32])[CH2:30][C:29]([O:35][C:36]([CH3:39])([CH3:38])[CH3:37])=[O:34]. Conditions: time 2 hour. The product is FC1=C(C=CC(=C1)C)C(=C(C=CC(CC(CC(=O)OC(C)(C)C)=O)O)C1=NN=NN1C)C1=C(C=C(C=C1)C)F (tert-Butyl 9,9-bis(2-fluoro-4-methylphenyl)-5-hydroxy-8-(1-methyl-1H-tetrazol-5-yl)-3-oxo-6,8-nonadienoate). Reactants: Cl.ClC1=C(C(=CC=C1)NN)CN1OCC(C1=O)(C)C (2-[(2-chloro-6-hydrazinophenyl)methyl]-4,4-dimethyl-3-isoxazolidinone hydrochloride), [OH-].[Na+] (sodium hydroxide). The product is ClC1=C(C(=CC=C1)NN)CN1OCC(C1=O)(C)C (2-[(2-Chloro-6-hydrazinophenyl)methyl]-4,4-dimethyl-3-isoxazolidinone). RXN SMILES: Cl.[Cl:2][C:3]1[CH:8]=[CH:7][CH:6]=[C:5]([NH:9][NH2:10])[C:4]=1[CH2:11][N:12]1[C:16](=[O:17])[C:15]([CH3:19])([CH3:18])[CH2:14][O:13]1.[OH-].[Na+]>>[Cl:2][C:3]1[CH:8]=[CH:7][CH:6]=[C:5]([NH:9][NH2:10])[C:4]=1[CH2:11][N:12]1[C:16](=[O:17])[C:15]([CH3:19])([CH3:18])[CH2:14][O:13]1 |f:0.1,2.3|. Reported procedure: The free hydrazine was obtained by treating of the yellow solid with aqueous sodium hydroxide. The mixture was extracted with ethyl acetate, and the extract was concentrated under reduced pressure to yield the free hydrazine. Reactants: C(C)OC(C(CC1=CC=C(C=C1)O)SC1=CC=CC=C1)=O (3-(4-Hydroxyphenyl)-2-phenylsulfanylpropanoic acid ethyl ester), C(#N)C1=CC=C(CCO)C=C1 (p-cyanophenethyl alcohol). Yields the product C(C)OC(C(CC1=CC=C(C=C1)OCCC1=CC=C(C=C1)C#N)SC1=CC=CC=C1)=O (3-{4-[2-(4-cyanophenyl)ethoxy]phenyl}-2-phenylsulfanylpropionic acid ethyl ester). As a reaction SMILES: [CH2:1]([O:3][C:4](=[O:21])[CH:5]([S:14][C:15]1[CH:20]=[CH:19][CH:18]=[CH:17][CH:16]=1)[CH2:6][C:7]1[CH:12]=[CH:11][C:10]([OH:13])=[CH:9][CH:8]=1)[CH3:2].[C:22]([C:24]1[CH:32]=[CH:31][C:27]([CH2:28][CH2:29]O)=[CH:26][CH:25]=1)#[N:23]>>[CH2:1]([O:3][C:4](=[O:21])[CH:5]([S:14][C:15]1[CH:20]=[CH:19][CH:18]=[CH:17][CH:16]=1)[CH2:6][C:7]1[CH:12]=[CH:11][C:10]([O:13][CH2:29][CH2:28][C:27]2[CH:31]=[CH:32][C:24]([C:22]#[N:23])=[CH:25][CH:26]=2)=[CH:9][CH:8]=1)[CH3:2]. Reported procedure: 3-(4-Hydroxyphenyl)-2-phenylsulfanylpropanoic acid ethyl ester was reacted with p-cyanophenethyl alcohol using the same method as in Example 38(c) to give 3-{4-[2-(4-cyanophenyl)ethoxy]phenyl}-2-phenylsulfanylpropionic acid ethyl ester.